Dataset: the Open Reaction Database (ORD), a public repository of structured organic reaction records. Task: describe an organic reaction: reactants, conditions, products, and yield Starting materials: ice water, CN(C=C[N+](=O)[O-])C (1-dimethylamino-2-nitroethylene), C(=O)(C(F)(F)F)O (TFA), CS(=O)(=O)C1=CC=C2C=CNC2=C1 (6-methanesulfonyl-1H-indole). Reaction conditions: time 24 hour. The product is [N+](=O)([O-])C=CN1C=CC2=CC=C(C=C12)S(=O)(=O)C (2-Nitrovinyl-6-methanesulfonyl-1H-indole). As a reaction SMILES: [CH3:1][N:2]([CH3:8])[CH:3]=[CH:4][N+:5]([O-:7])=[O:6].C(O)(C(F)(F)F)=O.[CH3:16][S:17]([C:20]1[CH:28]=C2[C:23]([CH:24]=CN2)=[CH:22][CH:21]=1)(=[O:19])=[O:18]>>[N+:5]([CH:4]=[CH:3][N:2]1[C:8]2[C:23](=[CH:22][CH:21]=[C:20]([S:17]([CH3:16])(=[O:19])=[O:18])[CH:28]=2)[CH:24]=[CH:1]1)([O-:7])=[O:6]. Procedure: Combine 1-dimethylamino-2-nitroethylene (892.1 mg, 7.68 mmol) and TFA (9.0 ml) and stir until dissolved. Add 6-methanesulfonyl-1H-indole (1.5 g, 7.68 mmol) and stir at ambient temperature. After 24 hours, pour the reaction mixture into ice/water, extract with ethyl acetate, then wash ethyl acetate with brine and saturated sodium bicarbonate. Filter, wash, and dry the precipitate to give the title compound as a yellow powder: mp >250° C. MS (ACPI): m/e 267.0 (M+1). Analysis for C11H10N2O4S: Calcd... Starting materials: [Br-].CC1=CC(=CC=2SC3=CC(=CC=C3[NH2+]C12)Br)Br (1-methyl-3,7-dibromophenothiazinium bromide), COCCNCCOC (bis(2-methoxyethyl)amine). Run in C(Cl)(Cl)Cl (chloroform). Reaction conditions: time 3 hour. The product is [Br-].COCCN(C=1C=C(C2=NC3=CC=C(C=C3[S+]=C2C1)N(CCOC)CCOC)C)CCOC (3,7-bis(bis(2-methoxyethyl)amino)-1-methylphenothiazin-5-ium bromide). Isolated yield 24.0%. Reaction SMILES: [Br-].[CH3:2][C:3]1[C:16]2[NH2+:15][C:14]3[C:9](=[CH:10][C:11]([Br:17])=[CH:12][CH:13]=3)[S:8][C:7]=2[CH:6]=[C:5](Br)[CH:4]=1.[CH3:19][O:20][CH2:21][CH2:22][NH:23][CH2:24][CH2:25][O:26][CH3:27]>C(Cl)(Cl)Cl>[Br-:17].[CH3:19][O:20][CH2:21][CH2:22][N:23]([CH2:24][CH2:25][O:26][CH3:27])[C:5]1[CH:4]=[C:3]([CH3:2])[C:16]2[C:7]([CH:6]=1)=[S+:8][C:9]1[C:14](=[CH:13][CH:12]=[C:11]([N:23]([CH2:24][CH2:25][O:26][CH3:27])[CH2:22][CH2:21][O:20][CH3:19])[CH:10]=1)[N:15]=2 |f:0.1,4.5|. Procedure details: To a solution of 1-methyl-3,7-dibromophenothiazinium bromide (315 mg, 0.7 mmol) in chloroform (15 mL) kept under argon, bis(2-methoxyethyl)amine (0.52 mL, 3.5 mmol) was added (30 min) with vigorous stirring. The mixture was stirred for 3 h and after that extracted once with aqueous HBr (30 mL, 1% v/v) and then twice with water. The organic layer was dried (Na2SO4), concentrated and dried under vacuum (93 mg, 24% yield). The desired final product was purified by flash chromatography. Reaction SMILES: [OH:1][C:2]1[CH:3]=[C:4]2[C:9](=[CH:10][CH:11]=1)[N:8]=[C:7]([C:12]([OH:14])=[O:13])[CH:6]=[CH:5]2.S(=O)(=O)(O)O.[CH2:20](O)[CH3:21]>>[CH2:20]([O:13][C:12]([C:7]1[CH:6]=[CH:5][C:4]2[C:9](=[CH:10][CH:11]=[C:2]([OH:1])[CH:3]=2)[N:8]=1)=[O:14])[CH3:21]. Yields the product C(C)OC(=O)C1=NC2=CC=C(C=C2C=C1)O (6-Hydroxy-quinoline-2-carboxylic acid ethyl ester). Reported procedure: 6-Hydroxy-quinoline-2-carboxylic acid (2.3 g, 0.012 mol) was dissolved in absolute ethanol (150 ml). Sulfuric acid (0.550 ml, 0.0096 mol) was added and the mixture was refluxed for 16 hours. After cooling to room temperature the ethanol was evaporated and 60 ml of ethyl acetate, 50 ml of cooled water were added. The pH was adjusted to 7 with solid NaHCO3. Extraction and concentration of the organic phase gave the title product as a light yellow solid that was used for the next steps without puri... The reactants are OC=1C=C2C=CC(=NC2=CC1)C(=O)O (6-Hydroxy-quinoline-2-carboxylic acid), C(C)O (ethanol), C(C)O (ethanol), S(O)(O)(=O)=O (Sulfuric acid). Yield: 60.4%. Procedure details: To a solution of 1.65 g (4.83 mmol) of (3′-amino-5′-methanesulfonyl-3,4,5,6-tetrahydro-2H-[1,2′]bipyridinyl-4-yl)-acetic acid ethyl ester in acetonitrile (100 mL) is added 0.64 mL (5.0 mmol) of 3-chlorobenzoyl chloride. After stirring at room temperature overnight the mixture is concentrated under reduced pressure. The residue is diluted with water and extracted with ethyl acetate. The combined organic phase is dried over anhydrous sodium sulfate, concentrated under reduced pressure, and purifie... Product: C(C)OC(CC1CCN(CC1)C1=NC=C(C=C1NC(C1=CC(=CC=C1)Cl)=O)S(=O)(=O)C)=O ([3′-(3-chloro-benzoylamino)-5′-methanesulfonyl-3,4,5,6-tetrahydro-2H-[1,2′]bipyridinyl-4-yl]-acetic acid ethyl ester). Conditions: time 8 hour. Run in C(C)#N (acetonitrile). The reactants are C(C)OC(CC1CCN(CC1)C1=NC=C(C=C1N)S(=O)(=O)C)=O ((3′-amino-5′-methanesulfonyl-3,4,5,6-tetrahydro-2H-[1,2′]bipyridinyl-4-yl)-acetic acid ethyl ester), ClC=1C=C(C(=O)Cl)C=CC1 (3-chlorobenzoyl chloride). As a reaction SMILES: [CH2:1]([O:3][C:4](=[O:23])[CH2:5][CH:6]1[CH2:11][CH2:10][N:9]([C:12]2[C:17]([NH2:18])=[CH:16][C:15]([S:19]([CH3:22])(=[O:21])=[O:20])=[CH:14][N:13]=2)[CH2:8][CH2:7]1)[CH3:2].[Cl:24][C:25]1[CH:26]=[C:27]([CH:31]=[CH:32][CH:33]=1)[C:28](Cl)=[O:29]>C(#N)C>[CH2:1]([O:3][C:4](=[O:23])[CH2:5][CH:6]1[CH2:11][CH2:10][N:9]([C:12]2[C:17]([NH:18][C:28](=[O:29])[C:27]3[CH:31]=[CH:32][CH:33]=[C:25]([Cl:24])[CH:26]=3)=[CH:16][C:15]([S:19]([CH3:22])(=[O:21])=[O:20])=[CH:14][N:13]=2)[CH2:8][CH2:7]1)[CH3:2]. RXN SMILES: [C:29](=[O:30])([O-:31])[O-:32].[CH3:45][N:46]([CH3:47])[CH:48]=[O:49].[Cl:1][c:2]1[c:3]([NH:22][C:23](=[O:24])[NH:25][CH2:26][CH2:27][CH3:28])[cH:4][cH:5][c:6]([O:8][c:9]2[cH:10][cH:11][n:12][c:13]3[cH:14][c:15]([OH:21])[c:16]([O:19][CH3:20])[cH:17][c:18]23)[cH:7]1.[Cl:36][CH2:37][c:38]1[cH:39][n:40][cH:41][cH:42][cH:43]1.[ClH:35].[K+:33].[K+:34].[OH2:44]>>[Cl:1][c:2]1[c:3]([NH:22][C:23](=[O:24])[NH:25][CH2:26][CH2:27][CH3:28])[cH:4][cH:5][c:6]([O:8][c:9]2[cH:10][cH:11][n:12][c:13]3[cH:14][c:15]([O:21][CH2:37][c:38]4[cH:39][n:40][cH:41][cH:42][cH:43]4)[c:16]([O:19][CH3:20])[cH:17][c:18]23)[cH:7]1. The reactants are O=C([O-])[O-], CN(C)C=O, CCCNC(=O)Nc1ccc(Oc2ccnc3cc(O)c(OC)cc23)cc1Cl, ClCc1cccnc1, Cl, [K+], [K+], O. The product is CCCNC(=O)Nc1ccc(Oc2ccnc3cc(OCc4cccnc4)c(OC)cc23)cc1Cl. The reactants are C1(=CC=CC=C1)S(=O)(=O)Cl (benzenesulfonic acid chloride), CN(CCC1=CC(=C(C=C1)OC)OC)CCCO (3-[N-methyl-N-(2-{3,4-dimethoxy-phenyl}-ethyl)amino]-propanol). The solvent is C(Cl)Cl (methylene chloride). Run at time 30 minute. Product: ClCCCN(CCC1=CC(=C(C=C1)OC)OC)C (1-Chloro-3-[N-methyl-N-(2-{3,4-dimethoxy-phenyl}-ethyl)-amino]-propane). Reaction SMILES: C1(S([Cl:10])(=O)=O)C=CC=CC=1.[CH3:11][N:12]([CH2:25][CH2:26][CH2:27]O)[CH2:13][CH2:14][C:15]1[CH:20]=[CH:19][C:18]([O:21][CH3:22])=[C:17]([O:23][CH3:24])[CH:16]=1>C(Cl)Cl>[Cl:10][CH2:27][CH2:26][CH2:25][N:12]([CH3:11])[CH2:13][CH2:14][C:15]1[CH:20]=[CH:19][C:18]([O:21][CH3:22])=[C:17]([O:23][CH3:24])[CH:16]=1. Procedure details: 275 gm of benzenesulfonic acid chloride were added to 4 gm of 3-[N-methyl-N-(2-{3,4-dimethoxy-phenyl}-ethyl)amino]-propanol. After standing for 30 minutes, the mixture was dissolved in methylene chloride, washed with an aqueous 30% sodium hydroxide solution and water, dried over sodium sulfate and evaporated in vacuo. After purifying the residue on a silica gel column (eluant: methylene chloride/ethanol) a colorless oil was obtained.